This data is from the Open Reaction Database (ORD), a public repository of structured organic reaction records. The task is: describe an organic reaction: reactants, conditions, products, and yield Starting materials: C(C1=CC=CC=C1)N(C1=C(C=CC(=C1)N1CCN(CC1)C(C1=CC=CC=C1)=O)[N+](=O)[O-])C1=CC=CC=C1 (N-benzyl-5-(4-benzoylpiperazin-1-yl)-2-nitro-N-phenylbenzenamine), [BH4-].[Na+] (sodium borohydride). Reagents/catalysts: S(=O)(=O)([O-])[O-].[Cu+2] (copper sulfate). Solvent: C(C)O (ethanol). Conditions: time 8 hour. Product: C(C1=CC=CC=C1)N(C1=CC=CC=C1)C=1C=C(C=CC1N)N1CCN(CC1)C(=O)C1=CC=CC=C1 ((4-(3-(N-benzyl-N-phenylamino)-4-aminophenyl)piperazin-1-yl)(phenyl)methanone). Yield: 72.1%. As a reaction SMILES: [CH2:1]([N:8]([C:32]1[CH:37]=[CH:36][CH:35]=[CH:34][CH:33]=1)[C:9]1[CH:14]=[C:13]([N:15]2[CH2:20][CH2:19][N:18]([C:21](=[O:28])[C:22]3[CH:27]=[CH:26][CH:25]=[CH:24][CH:23]=3)[CH2:17][CH2:16]2)[CH:12]=[CH:11][C:10]=1[N+:29]([O-])=O)[C:2]1[CH:7]=[CH:6][CH:5]=[CH:4][CH:3]=1.[BH4-].[Na+]>C(O)C.S([O-])([O-])(=O)=O.[Cu+2]>[CH2:1]([N:8]([C:9]1[CH:14]=[C:13]([N:15]2[CH2:20][CH2:19][N:18]([C:21]([C:22]3[CH:27]=[CH:26][CH:25]=[CH:24][CH:23]=3)=[O:28])[CH2:17][CH2:16]2)[CH:12]=[CH:11][C:10]=1[NH2:29])[C:32]1[CH:33]=[CH:34][CH:35]=[CH:36][CH:37]=1)[C:2]1[CH:7]=[CH:6][CH:5]=[CH:4][CH:3]=1 |f:1.2,4.5|. Reported procedure: A suspension of N-benzyl-5-(4-benzoylpiperazin-1-yl)-2-nitro-N-phenylbenzenamine (1.2 g, 2.4 mmol), 2 M copper sulfate solution (10 ml, 2.0 mmol), and sodium borohydride (0.46 g, 12.2 mmol) in 40 ml ethanol was stirred at room temperature overnight. The run was quenched with additional 20 ml water, and it was extracted with acetyl acetate (3×20 ml). (4-(3-(N-benzyl-N-phenylamino)-4-aminophenyl)piperazin-1-yl)(phenyl)methanone (0.8 g, 71%) was obtained by flash column chromatograph (50% ethyl ace... The reactants are CN1CCCC1=O, N#C[Cu], O=C(c1cnoc1-c1ccc(I)cc1)N1CCC(c2ccccc2)C1. RXN SMILES: [CH3:29][N:30]1[CH2:31][CH2:32][CH2:33][C:34]1=[O:35].[Cu:26][C:27]#[N:28].[c:1]1([CH:7]2[CH2:8][N:9]([C:12](=[O:13])[c:14]3[cH:15][n:16][o:17][c:18]3-[c:19]3[cH:20][cH:21][c:22]([I:25])[cH:23][cH:24]3)[CH2:10][CH2:11]2)[cH:2][cH:3][cH:4][cH:5][cH:6]1>>[c:1]1([CH:7]2[CH2:8][N:9]([C:12](=[O:13])[c:14]3[cH:15][n:16][o:17][c:18]3-[c:19]3[cH:20][cH:21][c:22]([C:27]#[N:28])[cH:23][cH:24]3)[CH2:10][CH2:11]2)[cH:2][cH:3][cH:4][cH:5][cH:6]1. Yields the product N#Cc1ccc(-c2oncc2C(=O)N2CCC(c3ccccc3)C2)cc1. The reactants are CC(C)(C)n1nc(CCC=O)cc1-c1ccccc1, CCN(C(C)C)C(C)C, Clc1ccc(N2CCNCC2)cc1. Product: CC(C)(C)n1nc(CCCN2CCN(c3ccc(Cl)cc3)CC2)cc1-c1ccccc1. RXN SMILES: [C:1]([CH3:2])([CH3:3])([CH3:4])[n:5]1[n:6][c:7]([CH2:16][CH2:17][CH:18]=[O:19])[cH:8][c:9]1-[c:10]1[cH:11][cH:12][cH:13][cH:14][cH:15]1.[CH:33]([N:34]([CH2:35][CH3:36])[CH:37]([CH3:38])[CH3:39])([CH3:40])[CH3:41].[Cl:20][c:21]1[cH:22][cH:23][c:24]([N:27]2[CH2:28][CH2:29][NH:30][CH2:31][CH2:32]2)[cH:25][cH:26]1>>[C:1]([CH3:2])([CH3:3])([CH3:4])[n:5]1[n:6][c:7]([CH2:16][CH2:17][CH2:18][N:30]2[CH2:29][CH2:28][N:27]([c:24]3[cH:23][cH:22][c:21]([Cl:20])[cH:26][cH:25]3)[CH2:32][CH2:31]2)[cH:8][c:9]1-[c:10]1[cH:11][cH:12][cH:13][cH:14][cH:15]1. Reactants: CO (methanol), O=C(CC(CC1=C(C=C(C(=C1)F)F)F)N)N1CC=2N(CC1)C(=NN2)C(F)(F)F (7-(1-oxo-3-amino-4-(2,4,5-trifluorophenyl)-butyl)-3-trifluoromethyl-5,6,7,8-tetrahydro-1,2,4-triazolo[4,3-a]pyrazine), C1(=CC=C(C=C1)[C@]([C@](C(=O)O)(O)C1=CC=C(C=C1)C)(O)C(=O)O)C (di-p-tolyl-L-tartaric acid). Solvent: O (water). Conditions: time 24 hour. Yields the product C=1C(=C(C=C(C1F)F)F)C[C@H](CC(=O)N2CCN3C(=NN=C3C(F)(F)F)C2)N.C1(=CC=C(C=C1)[C@]([C@](C(=O)[O-])(O)C1=CC=C(C=C1)C)(O)C(=O)[O-])C (Sitagliptin di-p-tolyl-L-tartarate). Isolated yield 66.3%. Reaction SMILES: CO.[O:3]=[C:4]([N:18]1[CH2:23][CH2:22][N:21]2[C:24]([C:27]([F:30])([F:29])[F:28])=[N:25][N:26]=[C:20]2[CH2:19]1)[CH2:5][CH:6]([NH2:17])[CH2:7][C:8]1[CH:13]=[C:12]([F:14])[C:11]([F:15])=[CH:10][C:9]=1[F:16].[C:31]1([CH3:54])[CH:36]=[CH:35][C:34]([C@@:37]([C:51]([OH:53])=[O:52])([OH:50])[C@@:38]([C:43]2[CH:48]=[CH:47][C:46]([CH3:49])=[CH:45][CH:44]=2)([OH:42])[C:39]([OH:41])=[O:40])=[CH:33][CH:32]=1>O>[CH:13]1[C:8]([CH2:7][C@@H:6]([NH2:17])[CH2:5][C:4]([N:18]2[CH2:19][C:20]3=[N:26][N:25]=[C:24]([C:27]([F:30])([F:29])[F:28])[N:21]3[CH2:22][CH2:23]2)=[O:3])=[C:9]([F:16])[CH:10]=[C:11]([F:15])[C:12]=1[F:14].[C:31]1([CH3:54])[CH:36]=[CH:35][C:34]([C@@:37]([C:51]([O-:53])=[O:52])([OH:50])[C@@:38]([C:43]2[CH:48]=[CH:47][C:46]([CH3:49])=[CH:45][CH:44]=2)([OH:42])[C:39]([O-:41])=[O:40])=[CH:33][CH:32]=1 |f:4.5|. Procedure details: A mixture of methanol (390 mL), water (80 mL), 7-(1-oxo-3-amino-4-(2,4,5-trifluorophenyl)-butyl)-3-trifluoromethyl-5,6,7,8-tetrahydro-1,2,4-triazolo[4,3-a]pyrazine (13 g), and di-p-tolyl-L-tartaric acid (13 g) is stirred for about 24 hours. The separated solid is filtered off, washed with ethanol (15 mL) and dried at about 45° C. to afford the title compound. (Yield: 66.3%; purity by HPLC: 99.93%) Reactants: ClP(Cl)(Cl)(Cl)Cl, CC(=O)Oc1ccc(C(=O)O)c(F)c1, c1ccccc1. Yields the product CC(=O)Oc1ccc(C(=O)Cl)c(F)c1. Reaction SMILES: [Cl:15][P:16]([Cl:17])([Cl:18])([Cl:19])[Cl:20].[F:1][c:2]1[c:3]([C:4](=[O:5])[OH:6])[cH:7][cH:8][c:9]([O:11][C:12]([CH3:13])=[O:14])[cH:10]1.[cH:21]1[cH:22][cH:23][cH:24][cH:25][cH:26]1>>[F:1][c:2]1[c:3]([C:4](=[O:5])[Cl:15])[cH:7][cH:8][c:9]([O:11][C:12]([CH3:13])=[O:14])[cH:10]1. Reactants: CN(C=CC(=O)OCC)C (ethyl 3-dimethylaminoacrylate), N1=CC=CC=C1 (pyridine), FC1=C(C(=O)Cl)C(=C(C(=C1C)F)F)[N+](=O)[O-] (2,4,5-trifluoro-3-methyl-6-nitrobenzoyl chloride). Reagents/catalysts: C(C)(=O)OCC (ethyl acetate). The solvent is C(C)(=O)OCC (ethyl acetate). Run at temperature 2.5 celsius, time 1 hour. The product is CN(C=C(C(=O)OCC)C(C1=C(C(=C(C(=C1[N+](=O)[O-])F)F)C)F)=O)C (ethyl 3-dimethylamino-2-(2,4,5-trifluoro-3-methyl-6-nitrobenzoyl)acrylate). Isolated yield 100.5%. RXN SMILES: [CH3:1][N:2]([CH3:10])[CH:3]=[CH:4][C:5]([O:7][CH2:8][CH3:9])=[O:6].N1C=CC=CC=1.[F:17][C:18]1[C:26]([CH3:27])=[C:25]([F:28])[C:24]([F:29])=[C:23]([N+:30]([O-:32])=[O:31])[C:19]=1[C:20](Cl)=[O:21]>C(OCC)(=O)C>[CH3:1][N:2]([CH3:10])[CH:3]=[C:4]([C:20](=[O:21])[C:19]1[C:23]([N+:30]([O-:32])=[O:31])=[C:24]([F:29])[C:25]([F:28])=[C:26]([CH3:27])[C:18]=1[F:17])[C:5]([O:7][CH2:8][CH3:9])=[O:6]. Procedure: 1.4 g (0.01 mol) of ethyl 3-dimethylaminoacrylate, 15 mg of ethyl acetate and 0.8 mg (0.01 mol) of pyridine were loaded and cooled below 5° C., and a liquid mixture of 3 g (0.01 mol) of 2,4,5-trifluoro-3-methyl-6-nitrobenzoyl chloride and 5 ml of ethyl acetate was added dropwise while the temperature was maintained at 0 to 5° C. The resulting mixture was stirred at 5° C. for 1 hour and then stirred at room temperature (25° C.) overnight (12 hours). The precipitated pyridine hydrochloride was fil...